From a dataset of the Open Reaction Database (ORD), a public repository of structured organic reaction records. describe an organic reaction: reactants, conditions, products, and yield Reactants: O=C([O-])[O-], CCCC1CCC(CBr)CC1, CN(C)C=O, [K+], [K+], CCCCCCc1cnc(-c2ccc(O)cc2)nc1. The product is CCCCCCc1cnc(-c2ccc(OCC3CCC(CCC)CC3)cc2)nc1. RXN SMILES: [C:31](=[O:32])([O-:33])[O-:34].[CH2:20]([CH2:21][CH3:22])[CH:23]1[CH2:24][CH2:25][CH:26]([CH2:29][Br:30])[CH2:27][CH2:28]1.[CH3:37][N:38]([CH3:39])[CH:40]=[O:41].[K+:35].[K+:36].[OH:1][c:2]1[cH:3][cH:4][c:5](-[c:8]2[n:9][cH:10][c:11]([CH2:14][CH2:15][CH2:16][CH2:17][CH2:18][CH3:19])[cH:12][n:13]2)[cH:6][cH:7]1>>[O:1]([c:2]1[cH:3][cH:4][c:5](-[c:8]2[n:9][cH:10][c:11]([CH2:14][CH2:15][CH2:16][CH2:17][CH2:18][CH3:19])[cH:12][n:13]2)[cH:6][cH:7]1)[CH2:29][CH:26]1[CH2:25][CH2:24][CH:23]([CH2:20][CH2:21][CH3:22])[CH2:28][CH2:27]1. Reactants: O (water), [Na].[Na].OC=1C(C=C(NC1)CO)=O (5-hydroxy-2-(hydroxymethyl)-1,4-dihydropyridin-4-one disodium salt), C([O-])([O-])=O.[K+].[K+] (potassium carbonate), BrCCCCl (1-bromo-3-chloropropane). Run in C(Cl)(Cl)Cl (chloroform), CS(=O)C (dimethyl sulfoxide). Run at temperature 95 celsius, time 45 minute. The product is O1CCCOC=2C=NC(=CC21)CO ((3,4-dihydro-2H-(1,4)dioxepino(2,3-c)pyridin-8-yl)methanol). RXN SMILES: [Na].[Na].[OH:3][C:4]1[C:5](=[O:12])[CH:6]=[C:7]([CH2:10][OH:11])[NH:8][CH:9]=1.C(=O)([O-])[O-].[K+].[K+].Br[CH2:20][CH2:21][CH2:22]Cl.O>CS(C)=O.C(Cl)(Cl)Cl>[O:12]1[C:5]2[CH:6]=[C:7]([CH2:10][OH:11])[N:8]=[CH:9][C:4]=2[O:3][CH2:22][CH2:21][CH2:20]1 |f:0.1.2,3.4.5,^1:0,1|. Procedure: To a solution of 0.11 kg of 5-hydroxy-2-(hydroxymethyl)-1,4-dihydropyridin-4-one disodium salt in 600 mL of dimethyl sulfoxide, 0.25 kg of potassium carbonate and 81 mL of 1-bromo-3-chloropropane were added, and the mixture was stirred at 80 to 90° C. for 3 hours 20 minutes, at 90 to 100° C. for 45 minutes, and further at 80 to 95° C. for 5 hours. The reaction mixture was cooled to room temperature, water and chloroform were then added thereto, and the insoluble substance was filtered off. The o... The reactants are N1=CC=C(C=C1)N1CCNCC1 (N-(4-pyridyl)piperazine), [H-].[Na+] (sodium hydride), O (water), BrC1=CC=C(CBr)C=C1 (4-Bromobenzyl bromide). Run in CN(C=O)C (dimethylformamide). Run at time 45 minute. Yields the product N1=CC=C(C=C1)N1CCN(CC1)CC1=CC=C(C=C1)Br (1-(4-pyridyl)-4-(4-bromobenzyl)piperazine). Yield: 29.8%. As a reaction SMILES: [N:1]1[CH:6]=[CH:5][C:4]([N:7]2[CH2:12][CH2:11][NH:10][CH2:9][CH2:8]2)=[CH:3][CH:2]=1.[H-].[Na+].[Br:15][C:16]1[CH:23]=[CH:22][C:19]([CH2:20]Br)=[CH:18][CH:17]=1.O>CN(C)C=O>[N:1]1[CH:6]=[CH:5][C:4]([N:7]2[CH2:8][CH2:9][N:10]([CH2:20][C:19]3[CH:22]=[CH:23][C:16]([Br:15])=[CH:17][CH:18]=3)[CH2:11][CH2:12]2)=[CH:3][CH:2]=1 |f:1.2|. Reported procedure: A solution of N-(4-pyridyl)piperazine (0.33 g) in dry dimethylformamide (15 ml) was treated with sodium hydride (0.14 g) (45-55% dispersion in oil). The reaction mixture was then stirred for 45 minutes at ambient temperature under argon. 4-Bromobenzyl bromide (0.58 g) was added and the mixture heated slowly to 60° C. and then maintained at this temperature for 2 hours. The resulting mixture was then poured into water, basified with aq.NaHCO3 solution and then extracted with diethyl ether. The or... The reactants are ClCCl, O=S(=O)(Nc1c(Nc2ccc(I)cc2F)c(F)c(F)c2ccoc12)C1CC1COCc1ccccc1. The product is O=S(=O)(Nc1c(Nc2ccc(I)cc2F)c(F)c(F)c2ccoc12)C1CC1CO. As a reaction SMILES: [Cl:37][CH2:38][Cl:39].[F:1][c:2]1[c:3]([F:36])[c:4]([NH:27][c:28]2[c:29]([F:35])[cH:30][c:31]([I:34])[cH:32][cH:33]2)[c:5]([NH:11][S:12](=[O:13])(=[O:14])[CH:15]2[CH:16]([CH2:18][O:19][CH2:20][c:21]3[cH:22][cH:23][cH:24][cH:25][cH:26]3)[CH2:17]2)[c:6]2[c:7]1[cH:8][cH:9][o:10]2>>[F:1][c:2]1[c:3]([F:36])[c:4]([NH:27][c:28]2[c:29]([F:35])[cH:30][c:31]([I:34])[cH:32][cH:33]2)[c:5]([NH:11][S:12](=[O:13])(=[O:14])[CH:15]2[CH:16]([CH2:18][OH:19])[CH2:17]2)[c:6]2[c:7]1[cH:8][cH:9][o:10]2. Reactants: C(C1=CC=CC=C1)NC=1C=C(C(=O)O)C=C(C1C1=CC=CC=C1)S(=O)(=O)Cl (3-benzylamino-5-chlorosulfonyl-4-phenylbenzoic acid), C(C=C)SC=1C=C(C(=O)O)C=C(C1C1=CC=CC=C1)S(=O)(=O)Cl (3-allylthio-5-chlorosulfonyl-4-phenylbenzoic acid). Yields the product C(C=C)SC=1C=C(C(=O)O)C=C(C1C1=CC=CC=C1)S(N)(=O)=O (3-allylthio-4-phenyl-5-sulfamylbenzoic acid), hydrate. As a reaction SMILES: C([NH:8]C1C=C(C=C(S(Cl)(=O)=O)C=1C1C=CC=CC=1)C(O)=O)C1C=CC=CC=1.[CH2:28]([S:31][C:32]1[CH:33]=[C:34]([CH:38]=[C:39]([S:47](Cl)(=[O:49])=[O:48])[C:40]=1[C:41]1[CH:46]=[CH:45][CH:44]=[CH:43][CH:42]=1)[C:35]([OH:37])=[O:36])[CH:29]=[CH2:30]>>[CH2:28]([S:31][C:32]1[CH:33]=[C:34]([CH:38]=[C:39]([S:47](=[O:49])(=[O:48])[NH2:8])[C:40]=1[C:41]1[CH:46]=[CH:45][CH:44]=[CH:43][CH:42]=1)[C:35]([OH:37])=[O:36])[CH:29]=[CH2:30]. Procedure details: By replacing in Example 1, step G, 3-benzylamino-5-chlorosulfonyl-4-phenylbenzoic acid with 3-allylthio-5-chlorosulfonyl-4-phenylbenzoic acid, and following the procedure described, 3-allylthio-4-phenyl-5-sulfamylbenzoic acid is obtained as a hydrate with a melting point of 78°-81° C. Reactants: C(C)(C)(C)OC(NC(C(=O)N1C(CCCC1)C(NC1=CC=C(C=C1)C#CC=1C(=NN(C1)C)C1=C(C=CC(=C1)C)O)=O)C1=CC=CC=C1)=O ([2-(2-{4-[3-(2-Hydroxy-5-methyl-phenyl)-1-methyl-1H-pyrazol-4-ylethynyl]-phenylcarbamoyl}-piperidin-1-yl)-2-oxo-1-phenyl-ethyl]-carbamic acid tert-butyl ester), ClC=1C=CC(=C(C1)C1=NN(C=C1C#CC1=CC=C(C=C1)NC(=O)C1NCCOC1)C)O (Morpholine-3-carboxylic acid {4-[3-(5-chloro-2-hydroxy-phenyl)-1-methyl-1H-pyrazol-4-ylethynyl]-phenyl}-amide), N([C@H](C1=CC=CC=C1)C(=O)O)C(=O)OC(C)(C)C (BOC-D-Phg-OH). Yields the product C(C)(C)(C)OC(NC(C(=O)N1C(COCC1)C(NC1=CC=C(C=C1)C#CC=1C(=NN(C1)C)C1=C(C=CC(=C1)Cl)O)=O)C1=CC=CC=C1)=O ([2-(3-{4-[3-(5-Chloro-2-hydroxy-phenyl)-1-methyl-1H-pyrazol-4-ylethynyl]-phenylcarbamoyl}-morpholin-4-yl)-2-oxo-1-phenyl-ethyl]-carbamic acid tert-butyl ester). RXN SMILES: [C:1]([O:5][C:6](=[O:48])[NH:7][CH:8]([C:42]1[CH:47]=[CH:46][CH:45]=[CH:44][CH:43]=1)[C:9](N1CCCCC1C(=O)NC1C=CC(C#CC2C(C3C=C(C)C=CC=3O)=NN(C)C=2)=CC=1)=[O:10])([CH3:4])([CH3:3])[CH3:2].[Cl:49][C:50]1[CH:51]=[CH:52][C:53]([OH:79])=[C:54]([C:56]2[C:60]([C:61]#[C:62][C:63]3[CH:68]=[CH:67][C:66]([NH:69][C:70]([CH:72]4[CH2:77][O:76][CH2:75][CH2:74][NH:73]4)=[O:71])=[CH:65][CH:64]=3)=[CH:59][N:58]([CH3:78])[N:57]=2)[CH:55]=1.N(C(OC(C)(C)C)=O)[C@@H](C(O)=O)C1C=CC=CC=1>>[C:1]([O:5][C:6](=[O:48])[NH:7][CH:8]([C:42]1[CH:43]=[CH:44][CH:45]=[CH:46][CH:47]=1)[C:9]([N:73]1[CH2:74][CH2:75][O:76][CH2:77][CH:72]1[C:70](=[O:71])[NH:69][C:66]1[CH:65]=[CH:64][C:63]([C:62]#[C:61][C:60]2[C:56]([C:54]3[CH:55]=[C:50]([Cl:49])[CH:51]=[CH:52][C:53]=3[OH:79])=[N:57][N:58]([CH3:78])[CH:59]=2)=[CH:68][CH:67]=1)=[O:10])([CH3:4])([CH3:2])[CH3:3]. Procedure details: Using the same procedure for the preparation of 3D, reaction of compound 7D with BOC-D-Phg-OH (2D) afforded the title compound 8D, which was purified by silica column chromatography eluting with dichloromethane/EtOAc (9/1, 8/1, 7/1) to give pure 8D as white powder in similar yield. 1H NMR (CDCl3, 500 MHz) δ 10.68 (s, 1H), 8.72 (s, 1H), 8.61 (s, 1H), 7.92 (d, 2H, J=7.0 Hz), 7.63 (s, 1H), 7.57 (d, 2H, J=8.0 Hz), 7.43 (m, 5H), 7.20 (d, 1H, J=8.5 Hz), 6.97 (dd, 1H, J=9.0, 1.0 Hz), 5.48 (d, 1H, J=6.0...